From a dataset of the Open Reaction Database (ORD), a public repository of structured organic reaction records. describe an organic reaction: reactants, conditions, products, and yield Starting materials: C(C)(C)N(CC)C(C)C (Diisopropylethylamine), COC1=CC=C(C(=O)Cl)C=C1 (4-methoxybenzoyl chloride), BrC=1C=C(C=NC1)N (5-Bromopyridin-3-amine). The solvent is ClCCl (dichloromethane), ClCCl (dichloromethane), C(C)(=O)OCC (ethyl acetate). Reaction conditions: time 1 hour. The product is BrC=1C=C(C=NC1)NC(C1=CC=C(C=C1)OC)=O (N-(5-Bromopyridin-3-yl)-4-methoxybenzamide). Yield: 99.7%. RXN SMILES: [Br:1][C:2]1[CH:3]=[C:4]([NH2:8])[CH:5]=[N:6][CH:7]=1.C(N(C(C)C)CC)(C)C.[CH3:18][O:19][C:20]1[CH:28]=[CH:27][C:23]([C:24](Cl)=[O:25])=[CH:22][CH:21]=1>ClCCl.C(OCC)(=O)C>[Br:1][C:2]1[CH:3]=[C:4]([NH:8][C:24](=[O:25])[C:23]2[CH:27]=[CH:28][C:20]([O:19][CH3:18])=[CH:21][CH:22]=2)[CH:5]=[N:6][CH:7]=1. Procedure details: 5-Bromopyridin-3-amine (1.2 g, 6.94 mmol) was dissolved in dichloromethane (30 ml). Diisopropylethylamine (1.45 ml, 8.32 mmol) first and then a solution of 4-methoxybenzoyl chloride (1.18 g, 6.92 mmol) in dichloromethane (20 ml) were added. After stirring 1 h at room temperature the reaction mixture was diluted with ethyl acetate and washed with water and brine, dried over sodium sulphate, filtered and evaporated under reduced pressure to give 2.12 g (80% yield) of the title compound. Purity 78%... Reactants: FC1=CC=C(C=C1)S(=O)(=O)N1[C@@H](CCCC1)C(=O)O ((2S)-1-[(4-fluorophenyl)sulfonyl]-2-piperidinecarboxylic acid), CN (methylamine). Yields the product CNC(=O)[C@H]1N(CCCC1)S(=O)(=O)C1=CC=C(C=C1)F (N2-methyl-(2S)-1-[(4-fluorophenyl)sulfonyl]-2-piperidinecarboxamide). Reaction SMILES: [F:1][C:2]1[CH:7]=[CH:6][C:5]([S:8]([N:11]2[CH2:16][CH2:15][CH2:14][CH2:13][C@H:12]2[C:17]([OH:19])=O)(=[O:10])=[O:9])=[CH:4][CH:3]=1.[CH3:20][NH2:21]>>[CH3:20][NH:21][C:17]([C@@H:12]1[CH2:13][CH2:14][CH2:15][CH2:16][N:11]1[S:8]([C:5]1[CH:6]=[CH:7][C:2]([F:1])=[CH:3][CH:4]=1)(=[O:10])=[O:9])=[O:19]. Reported procedure: The title compound was prepared by a similar method to Preparation 39 from (2S)-1-[(4-fluorophenyl)sulfonyl]-2-piperidinecarboxylic acid [see Preparation 38] and methylamine to afford N2-methyl-(2S)-1-[(4-fluorophenyl)sulfonyl]-2-piperidinecarboxamide as an oil. Starting materials: OC1(C=CC(C1CC=C)=O)C (4-hydroxy-4-methyl-5-allyl-2-cyclopentenone), O (water). Solvent: toluene-ether. Conditions: temperature 30 celsius, time 24 hour. The product is C(C=C)C=1C(CC(C1C)O)=O (2-allyl-3-methyl-4-hydroxy-2-cyclopentenone). Isolated yield 62.5%. Reaction SMILES: O[C:2]1([CH3:11])[CH:6]([CH2:7][CH:8]=[CH2:9])[C:5](=[O:10])[CH:4]=[CH:3]1.[OH2:12]>>[CH2:7]([C:6]1[C:5](=[O:10])[CH2:4][CH:3]([OH:12])[C:2]=1[CH3:11])[CH:8]=[CH2:9]. Procedure details: Twenty grams of a 300-mesh activated alumina (Wako Junyaku Co.) for use in column chromatography was suspended in 100 ml of a toluene-ether (1:1 by volume) mixture admixed with 2.4 g of water. To the suspension, was added 4.0 g of 4-hydroxy-4-methyl-5-allyl-2-cyclopentenone. The suspension was stirred at 30° C. for 24 hours and the alumina was separated by filtration. The separated alumina was extracted three times with 50 ml of a toluene-ether (1:1 by volume) mixture. The extract solutions were... Starting materials: Br, COC(=O)c1c(C(F)F)nc(C(F)(F)F)c(C(Br)C(OC)OC)c1CC1CC1, O=C([O-])[O-], CO, COC=Cc1c(C(F)(F)F)nc(C(F)F)c(C(=O)OC)c1CC1CC1, [K+], [K+]. The product is COC=C(Br)c1c(C(F)(F)F)nc(C(F)F)c(C(=O)OC)c1CC1CC1. As a reaction SMILES: [Br:26].[Br:33][CH:34]([CH:35]([O:36][CH3:37])[O:38][CH3:39])[c:40]1[c:41]([CH2:57][CH:58]2[CH2:59][CH2:60]2)[c:42]([C:53](=[O:54])[O:55][CH3:56])[c:43]([CH:50]([F:51])[F:52])[n:44][c:45]1[C:46]([F:47])([F:48])[F:49].[C:27](=[O:28])([O-:29])[O-:30].[CH3:61][OH:62].[CH:1]1([CH2:2][c:3]2[c:4]([CH:5]=[CH:6][O:7][CH3:8])[c:9]([C:10]([F:11])([F:12])[F:13])[n:14][c:15]([CH:16]([F:17])[F:18])[c:19]2[C:20]([O:21][CH3:22])=[O:23])[CH2:24][CH2:25]1.[K+:31].[K+:32]>>[Br:33][C:34](=[CH:35][O:36][CH3:37])[c:40]1[c:41]([CH2:57][CH:58]2[CH2:59][CH2:60]2)[c:42]([C:53](=[O:54])[O:55][CH3:56])[c:43]([CH:50]([F:51])[F:52])[n:44][c:45]1[C:46]([F:47])([F:48])[F:49]. Procedure: At −78° C., a hexane solution (11.5 mL) of 1.59 M n-butyllithium was dropwise added to a diethyl ether solution (140 mL) of 5-bromo-2-chloropyridine (2.9 g). This was stirred at that temperature, then a diethyl ether solution (3 mL) of DMF (1.8 mL) was added thereto and stirred at that temperature for 3.5 hours. Aqueous saturated sodium hydrogencarbonate solution was added to the reaction liquid, and extracted with ethyl acetate. The organic layer was washed with saturated saline water, dried wi... As a reaction SMILES: CCCCCC.C([Li])CCC.Br[C:13]1[CH:14]=[CH:15][C:16]([Cl:19])=[N:17][CH:18]=1.[C:20](=O)([O-])[OH:21].[Na+]>CN(C=O)C.C(OCC)C>[Cl:19][C:16]1[CH:15]=[CH:14][C:13]([CH:20]=[O:21])=[CH:18][N:17]=1 |f:3.4|. The reactants are C(O)([O-])=O.[Na+] (sodium hydrogencarbonate), CCCCCC (hexane), C(CCC)[Li] (n-butyllithium), BrC=1C=CC(=NC1)Cl (5-bromo-2-chloropyridine). The solvent is CN(C)C=O (DMF), C(C)OCC (diethyl ether), C(C)OCC (diethyl ether). Yields the product ClC1=NC=C(C=O)C=C1 (6-Chloronicotinaldehyde). Product: Cl, Cc1cc(OCCCN)ccc1-c1cccc(COc2ccc(Cn3oc(=O)[nH]c3=O)cc2)c1C. As a reaction SMILES: [CH3:50][CH2:51][O:52][C:53](=[O:54])[CH3:55].[ClH:7].[O:1]1[CH2:2][CH2:3][O:4][CH2:5][CH2:6]1.[O:8]=[c:9]1[n:10]([CH2:15][c:16]2[cH:17][cH:18][c:19]([O:20][CH2:21][c:22]3[c:23]([CH3:47])[c:24](-[c:28]4[c:29]([CH3:46])[cH:30][c:31]([O:34][CH2:35][CH2:36][CH2:37][NH:38][C:39](=[O:40])[O:41][C:42]([CH3:43])([CH3:44])[CH3:45])[cH:32][cH:33]4)[cH:25][cH:26][cH:27]3)[cH:48][cH:49]2)[o:11][c:12](=[O:14])[nH:13]1>>[ClH:7].[O:8]=[c:9]1[n:10]([CH2:15][c:16]2[cH:17][cH:18][c:19]([O:20][CH2:21][c:22]3[c:23]([CH3:47])[c:24](-[c:28]4[c:29]([CH3:46])[cH:30][c:31]([O:34][CH2:35][CH2:36][CH2:37][NH2:38])[cH:32][cH:33]4)[cH:25][cH:26][cH:27]3)[cH:48][cH:49]2)[o:11][c:12](=[O:14])[nH:13]1. Starting materials: CCOC(C)=O, Cl, C1COCCO1, Cc1cc(OCCCNC(=O)OC(C)(C)C)ccc1-c1cccc(COc2ccc(Cn3oc(=O)[nH]c3=O)cc2)c1C. Reactants: [H-].[Na+] (Sodium hydride), C(C)(=O)NC1=C(C=C(C=C1)Cl)S(=O)O (2-acetylamino-5-chloro-benzenesulfinic acid), ICC#N (iodoacetonitrile). The solvent is CN(C=O)C (dimethylformamide). Conditions: temperature 70 celsius, time 1 hour. The product is ClC1=CC(=C(C=C1)NC(C)=O)S(=O)(=O)CC#N (N-(4-Chloro-2-cyanomethylsulfonylphenyl)acetamide). As a reaction SMILES: [H-].[Na+].[C:3]([NH:6][C:7]1[CH:12]=[CH:11][C:10]([Cl:13])=[CH:9][C:8]=1[S:14]([OH:16])=[O:15])(=[O:5])[CH3:4].I[CH2:18][C:19]#[N:20]>CN(C)C=O>[Cl:13][C:10]1[CH:11]=[CH:12][C:7]([NH:6][C:3](=[O:5])[CH3:4])=[C:8]([S:14]([CH2:18][C:19]#[N:20])(=[O:16])=[O:15])[CH:9]=1 |f:0.1|. Procedure: Sodium hydride (0.10 g, 60% dispersion in mineral oil) was added at ambient temperature under nitrogen in small portions to a stirred solution of 2-acetylamino-5-chloro-benzenesulfinic acid (0.55 g) in dry dimethylformamide. After stirring for 35 min iodoacetonitrile (0.18 ml) was added and the temperature was raised to 70° C. for 45 min. Then the solvent was removed in vacuo. The residue was triturated with water (30 ml) and filtered. The filter cake was dried, stirred with a mixture of ether (... The reactants are O=C(Cl)OCc1ccccc1, NCCc1c[nH]c2ccc(F)cc12, CN(C)C=O, O. The product is O=C(NCCc1c[nH]c2ccc(F)cc12)OCc1ccccc1. As a reaction SMILES: [CH2:14]([c:15]1[cH:16][cH:17][cH:18][cH:19][cH:20]1)[O:21][C:22](=[O:23])[Cl:24].[F:1][c:2]1[cH:3][cH:4][c:5]2[nH:6][cH:7][c:8]([CH2:9][CH2:10][NH2:11])[c:12]2[cH:13]1.[O:25]=[CH:26][N:27]([CH3:28])[CH3:29].[OH2:30]>>[F:1][c:2]1[cH:3][cH:4][c:5]2[nH:6][cH:7][c:8]([CH2:9][CH2:10][NH:11][C:22]([O:21][CH2:14][c:15]3[cH:16][cH:17][cH:18][cH:19][cH:20]3)=[O:23])[c:12]2[cH:13]1. Starting materials: CO, CCC(SC)c1cc2c(-c3ccc(C(F)(F)F)n(C)c3=O)c(F)cc(Cl)c2o1, O. The product is CCC(c1cc2c(-c3ccc(C(F)(F)F)n(C)c3=O)c(F)cc(Cl)c2o1)S(C)(=O)=O. RXN SMILES: [CH3:30][OH:31].[Cl:1][c:2]1[cH:3][c:4]([F:28])[c:5](-[c:16]2[c:17](=[O:27])[n:18]([CH3:26])[c:19]([C:22]([F:23])([F:24])[F:25])[cH:20][cH:21]2)[c:6]2[cH:7][c:8]([CH:11]([CH2:12][CH3:13])[S:14][CH3:15])[o:9][c:10]12.[OH2:29]>>[Cl:1][c:2]1[cH:3][c:4]([F:28])[c:5](-[c:16]2[c:17](=[O:27])[n:18]([CH3:26])[c:19]([C:22]([F:23])([F:24])[F:25])[cH:20][cH:21]2)[c:6]2[cH:7][c:8]([CH:11]([CH2:12][CH3:13])[S:14]([CH3:15])(=[O:29])=[O:31])[o:9][c:10]12.